This data is from the Open Reaction Database (ORD), a public repository of structured organic reaction records. The task is: describe an organic reaction: reactants, conditions, products, and yield As a reaction SMILES: [Br:1][c:2]1[c:3]([F:10])[c:4]([CH:5]=[O:6])[cH:7][cH:8][cH:9]1.[C:11](=[O:12])([O-:13])[O-:14].[CH3:17][C:18]([CH3:19])([CH3:20])[SH:21].[K+:15].[K+:16].[O:23]=[CH:24][N:25]([CH3:26])[CH3:27].[OH2:22]>>[Br:1][c:2]1[c:3]([S:21][C:18]([CH3:17])([CH3:19])[CH3:20])[c:4]([CH:5]=[O:6])[cH:7][cH:8][cH:9]1. The reactants are O=Cc1cccc(Br)c1F, O=C([O-])[O-], CC(C)(C)S, [K+], [K+], CN(C)C=O, O. The product is CC(C)(C)Sc1c(Br)cccc1C=O. Reactants: C(C1=CC=CC=C1)[C@@H]1NC([C@H](CCCCCO[C@H]2CC=3C=CC(=CC3[C@H]2NC[C@H]1O)OC)N(S(=O)(=O)CCC(F)(F)F)C)=O (3,3,3-trifluoro-propane-1-sulfonic acid ((1S,8S,11S,12R,15R)-11-benzyl-12-hydroxy-18-methoxy-9-oxo-2-oxa-10,14-diaza-tricyclo[13.7.0.016,21]docosa-16(21),17,19-trien-8-yl)-methyl-amide), ( 2 ), C(=O)(C(F)(F)F)O (TFA). The product is C(C1=CC=CC=C1)[C@H]1[C@@H](CN[C@@H]2C=3C=C(C=CC3[C@H](COCC=CC[C@@H](C(N1)=O)N(S(=O)(=O)CCC(F)(F)F)C)C2)OC)O (3,3,3-trifluoro-propane-1-sulfonic acid ((1S,4R,5S,8S,15R)-5-benzyl-4-hydroxy-19-methoxy-7-oxo-13-oxa-2,6-diaza-tricyclo[13.6.1.016,21]docosa-10,16(21),17,19-tetraen-8-yl)-methyl-amide). RXN SMILES: [CH2:1]([C@H:8]1[C@H:29]([OH:30])[CH2:28][NH:27][C@H:26]2[C@H:18]([CH2:19][C:20]3[CH:21]=[CH:22][C:23]([O:31][CH3:32])=[CH:24][C:25]=32)OC[CH2:15][CH2:14][CH2:13][CH2:12][C@H:11]([N:33]([CH3:43])[S:34]([CH2:37][CH2:38][C:39]([F:42])([F:41])[F:40])(=[O:36])=[O:35])[C:10](=[O:44])[NH:9]1)[C:2]1[CH:7]=[CH:6][CH:5]=[CH:4][CH:3]=1.[C:45](O)(C(F)(F)F)=[O:46]>>[CH2:1]([C@@H:8]1[NH:9][C:10](=[O:44])[C@@H:11]([N:33]([CH3:43])[S:34]([CH2:37][CH2:38][C:39]([F:42])([F:40])[F:41])(=[O:35])=[O:36])[CH2:12][CH:13]=[CH:14][CH2:15][O:46][CH2:45][C@@H:19]2[CH2:18][C@@H:26]([C:21]3[CH:22]=[C:23]([O:31][CH3:32])[CH:24]=[CH:25][C:20]=32)[NH:27][CH2:28][C@H:29]1[OH:30])[C:2]1[CH:7]=[CH:6][CH:5]=[CH:4][CH:3]=1. Procedure details: Step DE (3): The product isomers A and B from Step DE (2) were individually converted to isomers A and B of the TFA salts of the title compound (4 mg of isomer A, and 4 mg of isomer B, colorless oils) by a procedure analogous to Step CX (3). Data for isomer A: LC-MS Rt 1.70 min (method A), (M+H)+ 614.16. Data for isomer B: LC-MS Rt 1.71 min (method A), (M+H)+ 614.30. The reactants are O=C1c2ccccc2C(=O)N1CCCBr, [K+], [K+], COc1ccc(NCc2ccc(C(=O)Nc3ccccc3N)cc2)cc1O, O=C([O-])[O-], CN(C)C=O. The product is COc1ccc(NCc2ccc(C(=O)Nc3ccccc3N)cc2)cc1OCCCN1C(=O)c2ccccc2C1=O. As a reaction SMILES: [Br:28][CH2:29][CH2:30][CH2:31][N:32]1[C:33](=[O:42])[c:34]2[cH:35][cH:36][cH:37][cH:38][c:39]2[C:40]1=[O:41].[K+:43].[K+:44].[NH2:1][c:2]1[c:3]([NH:8][C:9]([c:10]2[cH:11][cH:12][c:13]([CH2:16][NH:17][c:18]3[cH:19][c:20]([OH:26])[c:21]([O:24][CH3:25])[cH:22][cH:23]3)[cH:14][cH:15]2)=[O:27])[cH:4][cH:5][cH:6][cH:7]1.[O-:45][C:46]([O-:47])=[O:48].[O:49]=[CH:50][N:51]([CH3:52])[CH3:53]>>[NH2:1][c:2]1[c:3]([NH:8][C:9]([c:10]2[cH:11][cH:12][c:13]([CH2:16][NH:17][c:18]3[cH:19][c:20]([O:26][CH2:29][CH2:30][CH2:31][N:32]4[C:33](=[O:42])[c:34]5[cH:35][cH:36][cH:37][cH:38][c:39]5[C:40]4=[O:41])[c:21]([O:24][CH3:25])[cH:22][cH:23]3)[cH:14][cH:15]2)=[O:27])[cH:4][cH:5][cH:6][cH:7]1. The reactants are [BH4-], CS(=O)(=O)Cc1ccc(C(=O)O)cc1, CCO, COC(=O)c1ccc(-c2cc(NC(=O)c3ccc(CS(C)(=O)=O)cc3)ccc2Cl)nc1, COC(=O)c1ccc(-c2cc(N)ccc2Cl)nc1, [Na+]. Product: CS(=O)(=O)Cc1ccc(C(=O)Nc2ccc(Cl)c(-c3ccc(CO)cn3)c2)cc1. As a reaction SMILES: [BH4-:64].[CH3:19][S:20]([CH2:21][c:22]1[cH:23][cH:24][c:25]([C:26]([OH:27])=[O:28])[cH:29][cH:30]1)(=[O:31])=[O:32].[CH3:66][CH2:67][OH:68].[Cl:33][c:34]1[c:35](-[c:54]2[n:55][cH:56][c:57]([C:58](=[O:59])[O:60][CH3:61])[cH:62][cH:63]2)[cH:36][c:37]([NH:40][C:41]([c:42]2[cH:43][cH:44][c:45]([CH2:48][S:49](=[O:50])(=[O:51])[CH3:52])[cH:46][cH:47]2)=[O:53])[cH:38][cH:39]1.[NH2:1][c:2]1[cH:3][cH:4][c:5]([Cl:6])[c:7](-[c:8]2[cH:9][cH:10][c:11]([C:12]([O:13][CH3:14])=[O:15])[cH:16][n:17]2)[cH:18]1.[Na+:65]>>[Cl:33][c:34]1[c:35](-[c:54]2[n:55][cH:56][c:57]([CH2:58][OH:59])[cH:62][cH:63]2)[cH:36][c:37]([NH:40][C:41]([c:42]2[cH:43][cH:44][c:45]([CH2:48][S:49](=[O:50])(=[O:51])[CH3:52])[cH:46][cH:47]2)=[O:53])[cH:38][cH:39]1. Starting materials: FC=1C(=NC(N(C1)CC1=CC=C(C=C1)C)=O)N=CN(C)C (N′-[5-fluoro-1-(4-methylbenzyl)-2-oxo-1,2-dihydropyrimidin-4-yl]-N,N-dimethylforamidine), resultant mixture. The reagents and catalysts are [Cl-].[Zn+2].[Cl-] (Zinc chloride). The solvent is CCO (EtOH). Run at time 2 hour. The product is FC=1C(=NC(=NC1)O)N=CN(C)C (N′-(5-fluoro-2-hydroxypyrimidin-4-yl)-N,N-dimethylformamidine). The yield is 99.3%. Reaction SMILES: [F:1][C:2]1[C:3]([N:17]=[CH:18][N:19]([CH3:21])[CH3:20])=[N:4][C:5](=[O:16])[N:6](CC2C=CC(C)=CC=2)[CH:7]=1>CCO.[Cl-].[Zn+2].[Cl-]>[F:1][C:2]1[C:3]([N:17]=[CH:18][N:19]([CH3:21])[CH3:20])=[N:4][C:5]([OH:16])=[N:6][CH:7]=1 |f:2.3.4|. Reported procedure: Zinc chloride (1.24 g, 9.12 mmol) was added to a mixture of the formamidine product from Step 2 (0.656 g, 2.28 mmol) in absolute EtOH (10 mL). The resultant mixture was heated to reflux under N2. The mixture gradually turned into a light yellow, homogeneous solution. After refluxing for 90 min a precipitate had formed, and after 2 h, the reaction mixture was allowed to cool to room temperature and was concentrated in vacuo. The residue was treated with CH2Cl2 (75 mL, slightly turbid in appearanc... The reactants are BrC1=CC=C(C(=N1)NC(=O)C(C)(C)C)OC (6-Bromo-2-(tert-butylcarbonyl)amino-3-methoxypyridine), Cu2O, liquid, N (ammonia). Run in C(CO)O (ethylene glycol). Conditions: temperature -78 celsius, time 24 hour. Yields the product N.CO (NH3 MeOH), NC1=CC=C(C(=N1)NC(=O)C(C)(C)C)OC (6-Amino-2-(tert-butylcarbonyl)amino-3-methoxypyridine). Isolated yield 1.0%. As a reaction SMILES: Br[C:2]1[N:7]=[C:6]([NH:8][C:9]([C:11]([CH3:14])([CH3:13])[CH3:12])=[O:10])[C:5]([O:15][CH3:16])=[CH:4][CH:3]=1.[NH3:17]>C(O)CO>[NH3:7].[CH3:9][OH:10].[NH2:17][C:2]1[N:7]=[C:6]([NH:8][C:9]([C:11]([CH3:14])([CH3:13])[CH3:12])=[O:10])[C:5]([O:15][CH3:16])=[CH:4][CH:3]=1 |f:3.4|. Procedure: A pressure tube was charged with 6-bromo-2-(tert-butylcarbonyl)amino-3-methoxypyridine (34) (0.287 g), ethylene glycol (3 mL) and Cu2O (0.028 g) and cooled to −78° C. To this mixture, 1 mL of liquid ammonia was collectyed (at −78° C.), the pressure tube was sealed and then stirred at room temperature for 24 hours. The reaction mixture was again cooled to −78° C., the seal was removed and the reaction mixture diluted with water (10 mL). The aqueous solution was extracted with ethyl acetate (3×50 ...